Task: describe an organic reaction: reactants, conditions, products, and yield. Dataset: the Open Reaction Database (ORD), a public repository of structured organic reaction records Reactants: C=CC(=O)OC, COc1ccc(-c2coc(=O)[nH]2)cc1, Cc1ccccc1. Product: COC(=O)C(C)c1oc(=O)[nH]c1-c1ccc(OC)cc1. As a reaction SMILES: [C:15]([CH:16]=[CH2:17])(=[O:18])[O:19][CH3:20].[CH3:1][O:2][c:3]1[cH:4][cH:5][c:6](-[c:9]2[nH:10][c:11](=[O:14])[o:12][cH:13]2)[cH:7][cH:8]1.[CH3:21][c:22]1[cH:23][cH:24][cH:25][cH:26][cH:27]1>>[CH3:1][O:2][c:3]1[cH:4][cH:5][c:6](-[c:9]2[nH:10][c:11](=[O:14])[o:12][c:13]2[CH:16]([C:15](=[O:18])[O:19][CH3:20])[CH3:17])[cH:7][cH:8]1.